This data is from the Open Reaction Database (ORD), a public repository of structured organic reaction records. The task is: describe an organic reaction: reactants, conditions, products, and yield Starting materials: OC1=C(C(C=CC2=CC=C(C=C2)OC)=O)C(=CC(=C1CC=C(C)C)OC)OC (2'-hydroxy-4,4',6'-trimethoxy-3'-(3-methyl-2-butenyl)chalcone), [OH-].[K+] (potassium hydroxide), Cl (hydrochloric acid), [H][H] (hydrogen). Reagents/catalysts: [Pd] (palladium/carbon). Solvent: C(C)O (ethanol), C(C)(=O)OCC (ethyl acetate). Run at time 5 hour. Product: COC1=C(C(=C(C(=C1)OC)C(CCC1=CC=C(C=C1)OC)=O)O)CC=C(C)C (1-[4,6-dimethoxy-2-hydroxy-3-(3-methyl-2-butenyl)phenyl]-3-(4-methoxyphenyl)-1-propanone). Yield: 94.6%. RXN SMILES: [OH:1][C:2]1[C:19]([CH2:20][CH:21]=[C:22]([CH3:24])[CH3:23])=[C:18]([O:25][CH3:26])[CH:17]=[C:16]([O:27][CH3:28])[C:3]=1[C:4](=[O:15])[CH:5]=[CH:6][C:7]1[CH:12]=[CH:11][C:10]([O:13][CH3:14])=[CH:9][CH:8]=1.[OH-].[K+].[H][H].Cl>C(OCC)(=O)C.[Pd].C(O)C>[CH3:26][O:25][C:18]1[CH:17]=[C:16]([O:27][CH3:28])[C:3]([C:4](=[O:15])[CH2:5][CH2:6][C:7]2[CH:12]=[CH:11][C:10]([O:13][CH3:14])=[CH:9][CH:8]=2)=[C:2]([OH:1])[C:19]=1[CH2:20][CH:21]=[C:22]([CH3:24])[CH3:23] |f:1.2|. Procedure details: Then, a liquid mixture of 16.2 g of 2'-hydroxy-4,4',6'-trimethoxy-3'-(3-methyl-2-butenyl)chalcone, 4.0 g of potassium hydroxide and 180 ml of ethanol was added to a suspension of 1.5 g of 5% palladium/carbon in 20 ml of ethyl acetate, in which a hydrogen gas had been sufficiently absorbed in advance, and the mixture was stirred at room temperature in a hydrogen gas atmosphere for 5 hours. After the reaction, the reaction mixture was made acidic by dilute hydrochloric acid, filtered, extracted wi... The reactants are CCOc1cc(C(C)(C)C)ncc1C1=NC(C)(c2ccc(Cl)cc2)C(C)(c2ccc(Cl)cc2)N1C(=O)N1CCC(CC(=O)O)CC1, Cc1ccc(N)cc1F. Yields the product CCOc1cc(C(C)(C)C)ncc1C1=NC(C)(c2ccc(Cl)cc2)C(C)(c2ccc(Cl)cc2)N1C(=O)N1CCC(CC(=O)Nc2ccc(C)c(F)c2)CC1. RXN SMILES: [C:1]([CH3:2])([CH3:3])([CH3:4])[c:5]1[cH:6][c:7]([O:44][CH2:45][CH3:46])[c:8]([C:11]2=[N:15][C:14]([CH3:16])([c:17]3[cH:18][cH:19][c:20]([Cl:23])[cH:21][cH:22]3)[C:13]([CH3:24])([c:25]3[cH:26][cH:27][c:28]([Cl:31])[cH:29][cH:30]3)[N:12]2[C:32](=[O:33])[N:34]2[CH2:35][CH2:36][CH:37]([CH2:40][C:41](=[O:42])[OH:43])[CH2:38][CH2:39]2)[cH:9][n:10]1.[F:47][c:48]1[cH:49][c:50]([NH2:51])[cH:52][cH:53][c:54]1[CH3:55]>>[C:1]([CH3:2])([CH3:3])([CH3:4])[c:5]1[cH:6][c:7]([O:44][CH2:45][CH3:46])[c:8]([C:11]2=[N:15][C:14]([CH3:16])([c:17]3[cH:18][cH:19][c:20]([Cl:23])[cH:21][cH:22]3)[C:13]([CH3:24])([c:25]3[cH:26][cH:27][c:28]([Cl:31])[cH:29][cH:30]3)[N:12]2[C:32](=[O:33])[N:34]2[CH2:35][CH2:36][CH:37]([CH2:40][C:41](=[O:42])[NH:51][c:50]3[cH:49][c:48]([F:47])[c:54]([CH3:55])[cH:53][cH:52]3)[CH2:38][CH2:39]2)[cH:9][n:10]1. Starting materials: C(=O)([O-])C(O)C(O)C(=O)[O-] (tartrate), CC(C)C[AlH]CC(C)C (DIBAL-H), CC=1C=C(C#N)C=CC1C=1SC2=NC(=CC=C2N1)C1(CC1)C1=CC=CC=C1 (3-methyl-4-(5-(1-phenylcyclopropyl)thiazolo[5,4-b]pyridine-2-yl)benzonitrile), CC(C)C[AlH]CC(C)C (DIBAL-H). The solvent is C(Cl)Cl (CH2Cl2). Reaction conditions: temperature 25 celsius, time 45 minute. Yields the product CC=1C=C(C=O)C=CC1C=1SC2=NC(=CC=C2N1)C1(CC1)C1=CC=CC=C1 (3-methyl-4-(5-(1-phenylcyclopropyl)-thiazolo[5,4-b]pyridine-2-yl)-benzaldehyde). RXN SMILES: CC(C[AlH]CC(C)C)C.[CH3:10][C:11]1[CH:12]=[C:13]([CH:16]=[CH:17][C:18]=1[C:19]1[S:20][C:21]2[C:26]([N:27]=1)=[CH:25][CH:24]=[C:23]([C:28]1([C:31]3[CH:36]=[CH:35][CH:34]=[CH:33][CH:32]=3)[CH2:30][CH2:29]1)[N:22]=2)[C:14]#N.C(C(C(C([O-])=O)O)O)([O-])=[O:38]>C(Cl)Cl>[CH3:10][C:11]1[CH:12]=[C:13]([CH:16]=[CH:17][C:18]=1[C:19]1[S:20][C:21]2[C:26]([N:27]=1)=[CH:25][CH:24]=[C:23]([C:28]1([C:31]3[CH:36]=[CH:35][CH:34]=[CH:33][CH:32]=3)[CH2:30][CH2:29]1)[N:22]=2)[CH:14]=[O:38]. Procedure details: DIBAL-H (11.0M in hexanes; 315 μl, 315 μmol) was added to a solution of 3-methyl-4-(5-(1-phenylcyclopropyl)thiazolo[5,4-b]pyridine-2-yl)benzonitrile (105.2 mg, 286 μmol) in CH2Cl2 (4.5 mL) at 25° C., and the resulting solution was stirred at 25° C. for 45 min. Additional DIBAL-H (1.0M in hexanes; 86 μL, 86 μmol) was then added, and the resulting solution was stirred at 25° C. for 30 min. Saturated aqueous Na/K tartrate solution (4.0 mL) was added, and the resulting mixture was vigorously stirred... Starting materials: CC(=O)O, [BH3-]C#N, CO, CCOC(C)=O, O=Cc1ccccc1, C#CCOc1ccc(N)c(C(=O)c2ccc(C3CC3)cc2)c1, [Na+], O. The product is C#CCOc1ccc(NCc2ccccc2)c(C(=O)c2ccc(C3CC3)cc2)c1. Reaction SMILES: [C:31]([OH:32])(=[O:33])[CH3:34].[C:35]([BH3-:36])#[N:37].[CH3:39][OH:40].[CH3:41][CH2:42][O:43][C:44](=[O:45])[CH3:46].[CH:23](=[O:24])[c:25]1[cH:26][cH:27][cH:28][cH:29][cH:30]1.[NH2:1][c:2]1[c:3]([C:12](=[O:13])[c:14]2[cH:15][cH:16][c:17]([CH:20]3[CH2:21][CH2:22]3)[cH:18][cH:19]2)[cH:4][c:5]([O:8][CH2:9][C:10]#[CH:11])[cH:6][cH:7]1.[Na+:38].[OH2:47]>>[NH:1]([c:2]1[c:3]([C:12](=[O:13])[c:14]2[cH:15][cH:16][c:17]([CH:20]3[CH2:21][CH2:22]3)[cH:18][cH:19]2)[cH:4][c:5]([O:8][CH2:9][C:10]#[CH:11])[cH:6][cH:7]1)[CH2:23][c:25]1[cH:26][cH:27][cH:28][cH:29][cH:30]1. The reactants are BrC\C=C/CCCC(=O)OC (cis-7-bromo-5-heptenoic acid, methyl ester), C([O-])([O-])=O.[Na+].[Na+] (sodium carbonate), [I-].[Na+] (sodium iodide), solution, O1CCCC1 (tetrahydrofuran), C([O-])([O-])=O.[Na+].[Na+] (sodium carbonate). Run in CCOCC (ether), CC(=O)C (acetone), CCOCC (ether), CC(=O)C (acetone). Conditions: time 2 minute. Product: IC\C=C/CCCC(=O)OC (cis-7-Iodo-5-heptenoic acid, methyl ester). RXN SMILES: Br[CH2:2]/[CH:3]=[CH:4]\[CH2:5][CH2:6][CH2:7][C:8]([O:10][CH3:11])=[O:9].C(=O)([O-])[O-].[Na+].[Na+].[I-:18].[Na+].O1CCCC1>CC(C)=O.CCOCC>[I:18][CH2:2]/[CH:3]=[CH:4]\[CH2:5][CH2:6][CH2:7][C:8]([O:10][CH3:11])=[O:9] |f:1.2.3,4.5|. Procedure details: To a solution of 31.4 g of cis-7-bromo-5-heptenoic acid, methyl ester in 260 ml of acetone, containing a trace of sodium carbonate was added a solution of 24.7 g of sodium iodide in 260 ml of acetone. A precipitate formed immediately. After 2 minutes, the solution was diluted with 850 ml of ether and filtered. A trace of sodium carbonate was added to the filtrate which was then stripped, redissolved in ether, refiltered, sodium carbonate added and the filtrate stripped, giving 37.9 g of light se...